From a dataset of the Open Reaction Database (ORD), a public repository of structured organic reaction records. describe an organic reaction: reactants, conditions, products, and yield Starting materials: O1N=CC=C1C(=O)O (isoxazole-5-carboxylic acid), C(=O)(N1C=NC=C1)N1C=NC=C1 (1,1′-carbonyldiimidazole), O=C1O[C@H](CN1C1=CC(=C(C=C1)C1CCNCC1)F)CNC(C)=O ((S)-(−)-N-[[2-Oxo-3-[4-(4-piperidinyl)-3-fluorophenyl]-5-oxazolidinyl]methyl]acetamide). The solvent is O1CCCC1 (tetrahydrofuran), O1CCCC1 (tetrahydrofuran). Conditions: time 19 hour. The product is O1N=CC=C1C(=O)N1CCC(CC1)C1=C(C=C(C=C1)N1C(O[C@H](C1)CNC(C)=O)=O)F ((S)-(−)-N-[[3-[4-[1-(Isoxazole-5-carbonyl)-4-piperidinyl]-3-fluorophenyl]-2-oxo-5-oxazolidinyl]methyl]acetamide). Reaction SMILES: [O:1]1[C:5]([C:6]([OH:8])=O)=[CH:4][CH:3]=[N:2]1.C(N1C=CN=C1)(N1C=CN=C1)=O.[O:21]=[C:22]1[N:26]([C:27]2[CH:32]=[CH:31][C:30]([CH:33]3[CH2:38][CH2:37][NH:36][CH2:35][CH2:34]3)=[C:29]([F:39])[CH:28]=2)[CH2:25][C@H:24]([CH2:40][NH:41][C:42](=[O:44])[CH3:43])[O:23]1>O1CCCC1>[O:1]1[C:5]([C:6]([N:36]2[CH2:37][CH2:38][CH:33]([C:30]3[CH:31]=[CH:32][C:27]([N:26]4[CH2:25][C@H:24]([CH2:40][NH:41][C:42](=[O:44])[CH3:43])[O:23][C:22]4=[O:21])=[CH:28][C:29]=3[F:39])[CH2:34][CH2:35]2)=[O:8])=[CH:4][CH:3]=[N:2]1. Procedure: A solution of isoxazole-5-carboxylic acid (79 mg) and 1,1′-carbonyldiimidazole (80 mg) in dry tetrahydrofuran (2.0 mL) is stirred at ambient temperature for one hour, and a solution of (S)-(−)-N-[[2-oxo-3-[4-(4-piperidinyl)-3-fluorophenyl]-5-oxazolidinyl]methyl]acetamide (EXAMPLE 20, 150 mg) in dry tetrahydrofuran (6.0 mL) is added. The mixture is then stirred at ambient temperature for 19 hours, concentrated under reduced pressure, diluted with methylene chloride (20 mL), washed with saturated ... The reactants are CCOC(=O)C=Cc1ccc(C(=C2CCCCC2)c2ccc(O)cc2C)cc1, C1CCOC1, CCO, Cl, [Na+], [OH-]. Yields the product Cc1cc(O)ccc1C(=C1CCCCC1)c1ccc(C=CC(=O)O)cc1. RXN SMILES: [CH2:1]([CH3:2])[O:3][C:4]([CH:5]=[CH:6][c:7]1[cH:8][cH:9][c:10]([C:13]([c:14]2[c:15]([CH3:21])[cH:16][c:17]([OH:20])[cH:18][cH:19]2)=[C:22]2[CH2:23][CH2:24][CH2:25][CH2:26][CH2:27]2)[cH:11][cH:12]1)=[O:28].[CH2:35]1[O:36][CH2:37][CH2:38][CH2:39]1.[CH3:32][CH2:33][OH:34].[ClH:31].[Na+:30].[OH-:29]>>[O:3]=[C:4]([CH:5]=[CH:6][c:7]1[cH:8][cH:9][c:10]([C:13]([c:14]2[c:15]([CH3:21])[cH:16][c:17]([OH:20])[cH:18][cH:19]2)=[C:22]2[CH2:23][CH2:24][CH2:25][CH2:26][CH2:27]2)[cH:11][cH:12]1)[OH:28]. Starting materials: CCOC(=O)Cc1ccc(Br)cc1, CCOC(C)=O, [K+], [K+], O=C([O-])[O-], CN(C)C=O. Yields the product C=C(C(=O)OCC)c1ccc(Br)cc1. As a reaction SMILES: [CH2:1]([CH3:2])[O:3][C:4]([CH2:5][c:6]1[cH:7][cH:8][c:9]([Br:12])[cH:10][cH:11]1)=[O:13].[CH3:25][CH2:26][O:27][C:28]([CH3:29])=[O:30].[K+:14].[K+:15].[O-:16][C:17]([O-:18])=[O:19].[O:20]=[CH:21][N:22]([CH3:23])[CH3:24]>>[CH2:1]([CH3:2])[O:3][C:4]([C:5]([c:6]1[cH:7][cH:8][c:9]([Br:12])[cH:10][cH:11]1)=[CH2:17])=[O:13]. Starting materials: ClC1=C(C=CC(=C1)C(C)(C)C)O (2-chloro-4-tert-butylphenol), C[O-].[Na+] (sodium methoxide), [I-].[K+] (potassium iodide), BrC(C(=O)OC)C1=CC=C(C=C1)OC1=CC=C(C=C1)Cl (methyl α-bromo-α-[p-(p-chlorophenoxy)phenyl]acetate). Run in CO (methanol), C1=CC=CC=C1 (benzene). Yields the product ClC1=C(OC(C(=O)OC)C2=CC=C(C=C2)OC2=CC=C(C=C2)Cl)C=CC(=C1)C(C)(C)C (Methyl α-(2-chloro-4-tert-butylphenoxy)-α-[p-(p-chlorophenoxy)phenyl]acetate). Reaction SMILES: [Cl:1][C:2]1[CH:7]=[C:6]([C:8]([CH3:11])([CH3:10])[CH3:9])[CH:5]=[CH:4][C:3]=1[OH:12].C[O-].[Na+].[I-].[K+].Br[CH:19]([C:24]1[CH:29]=[CH:28][C:27]([O:30][C:31]2[CH:36]=[CH:35][C:34]([Cl:37])=[CH:33][CH:32]=2)=[CH:26][CH:25]=1)[C:20]([O:22][CH3:23])=[O:21]>CO.C1C=CC=CC=1>[Cl:1][C:2]1[CH:7]=[C:6]([C:8]([CH3:9])([CH3:11])[CH3:10])[CH:5]=[CH:4][C:3]=1[O:12][CH:19]([C:24]1[CH:29]=[CH:28][C:27]([O:30][C:31]2[CH:32]=[CH:33][C:34]([Cl:37])=[CH:35][CH:36]=2)=[CH:26][CH:25]=1)[C:20]([O:22][CH3:23])=[O:21] |f:1.2,3.4|. Reported procedure: To a solution of 4.62 g of 2-chloro-4-tert-butylphenol, 1.188 g of sodium methoxide and 50 mg of potassium iodide in 40 ml of methanol is added 7.11 g of methyl α-bromo-α-[p-(p-chlorophenoxy)phenyl]acetate in 10 ml of benzene. The mixture is heated at reflux overnight. The mixture is worked up as described in Example 68 to yield a yellow oil. Chromatography on 100 g of silica gel (benzene, 400 ml) affords an oil which solidifies. Recrystallization from hexane yields white plates, mp 85.5°-88° C. Starting materials: BrCc1cc(Br)c2ncccc2c1, N#C[K], CN(C)C=O, O. Yields the product N#CCc1cc(Br)c2ncccc2c1. RXN SMILES: [Br:1][CH2:2][c:3]1[cH:4][c:5]2[cH:6][cH:7][cH:8][n:9][c:10]2[c:11]([Br:13])[cH:12]1.[K:14][C:15]#[N:16].[O:17]=[CH:18][N:19]([CH3:20])[CH3:21].[OH2:22]>>[CH2:2]([c:3]1[cH:4][c:5]2[cH:6][cH:7][cH:8][n:9][c:10]2[c:11]([Br:13])[cH:12]1)[C:15]#[N:16]. Reactants: B, O=C1CCC2(CC1)OCCO2, CC(=O)O, CO, Nc1ccc2[nH]ncc2c1, c1ccncc1. Yields the product O=C1CCC(Nc2ccc3[nH]ncc3c2)CC1. Reaction SMILES: [BH3:32].[CH2:1]1[O:2][C:4]2([O:3][CH2:11]1)[CH2:5][CH2:6][C:7](=[O:10])[CH2:8][CH2:9]2.[CH3:22][C:23](=[O:24])[OH:25].[CH3:33][OH:34].[NH2:12][c:13]1[cH:14][c:15]2[cH:16][n:17][nH:18][c:19]2[cH:20][cH:21]1.[n:26]1[cH:27][cH:28][cH:29][cH:30][cH:31]1>>[CH:4]1([NH:12][c:13]2[cH:14][c:15]3[cH:16][n:17][nH:18][c:19]3[cH:20][cH:21]2)[CH2:5][CH2:6][C:7](=[O:10])[CH2:8][CH2:9]1. Reactants: CC=1C=CN2N=C(N(C(C21)=O)C2=CC=CC=C2)[C@H](C)NC=2C1=C(N=CN2)N(C=C1C=1C=NN(C1)C)COCC[Si](C)(C)C ((S)-5-Methyl-2-(1-((5-(1-methyl-1H-pyrazol-4-yl)-7-((2-(trimethylsilyl)ethoxy)methyl)-7H-pyrrolo[2,3-d]pyrimidin-4-yl)amino)ethyl)-3-phenylpyrrolo[2,1-f][1,2,4]triazin-4(3H)-one), FC(C(=O)O)(F)F (trifluoroacetic acid), N (ammonia). Product: CC=1C=CN2N=C(N(C(C21)=O)C2=CC=CC=C2)[C@H](C)NC=2C1=C(N=CN2)NC=C1C=1C=NN(C1)C ((S)-5-Methyl-2-(1-((5-(1-methyl-1H-pyrazol-4-yl)-7H-pyrrolo[2,3-d]pyrimidin-4-yl)amino)ethyl)-3-phenylpyrrolo[2,1-f][1,2,4]triazin-4(3H)-one). Isolated yield 89.5%. Reaction SMILES: [CH3:1][C:2]1[CH:3]=[CH:4][N:5]2[C:10]=1[C:9](=[O:11])[N:8]([C:12]1[CH:17]=[CH:16][CH:15]=[CH:14][CH:13]=1)[C:7]([C@@H:18]([NH:20][C:21]1[C:22]3[C:29]([C:30]4[CH:31]=[N:32][N:33]([CH3:35])[CH:34]=4)=[CH:28][N:27](COCC[Si](C)(C)C)[C:23]=3[N:24]=[CH:25][N:26]=1)[CH3:19])=[N:6]2.FC(F)(F)C(O)=O.N>>[CH3:1][C:2]1[CH:3]=[CH:4][N:5]2[C:10]=1[C:9](=[O:11])[N:8]([C:12]1[CH:13]=[CH:14][CH:15]=[CH:16][CH:17]=1)[C:7]([C@@H:18]([NH:20][C:21]1[C:22]3[C:29]([C:30]4[CH:31]=[N:32][N:33]([CH3:35])[CH:34]=4)=[CH:28][NH:27][C:23]=3[N:24]=[CH:25][N:26]=1)[CH3:19])=[N:6]2. Procedure: (S)-5-Methyl-2-(1-((5-(1-methyl-1H-pyrazol-4-yl)-7-((2-(trimethylsilyl)ethoxy)methyl)-7H-pyrrolo[2,3-d]pyrimidin-4-yl)amino)ethyl)-3-phenylpyrrolo[2,1-f][1,2,4]triazin-4(3H)-one (37 mg, 0.06 mmol) was treated with trifluoroacetic acid (1 mL, 12.98 mmol) and a solution of ammonia (7N in methanol, 1 mL, 7 mmol) according to the method described in Example 27 to give 25 mg (85% yield) of the title compound. Purity 98%. Starting materials: CC1(C)OC2CCCC(N3C(=O)c4ccccc4C3=O)C2O1, CCO, NN. Product: CC1(C)OC2CCCC(N)C2O1. Reaction SMILES: [CH3:1][C:2]1([CH3:22])[O:3][CH:4]2[CH:5]([O:6]1)[CH2:7][CH2:8][CH2:9][CH:10]2[N:11]1[C:12](=[O:13])[c:14]2[c:15]([cH:16][cH:17][cH:18][cH:19]2)[C:20]1=[O:21].[CH3:25][CH2:26][OH:27].[NH2:23][NH2:24]>>[CH3:1][C:2]1([CH3:22])[O:3][CH:4]2[CH:5]([O:6]1)[CH2:7][CH2:8][CH2:9][CH:10]2[NH2:11]. Starting materials: CO, COCC1CN(c2ccc(C3=CCC4(CC3)OCCO4)nc2)C(=O)O1. Yields the product COCC1CN(c2ccc(C3CCC4(CC3)OCCO4)nc2)C(=O)O1. As a reaction SMILES: [CH3:26][OH:27].[O:1]1[CH2:2][CH2:3][O:4][C:5]12[CH2:6][CH:7]=[C:8]([c:11]1[cH:12][cH:13][c:14]([N:17]3[C:18](=[O:25])[O:19][CH:20]([CH2:22][O:23][CH3:24])[CH2:21]3)[cH:15][n:16]1)[CH2:9][CH2:10]2>>[O:1]1[CH2:2][CH2:3][O:4][C:5]12[CH2:6][CH2:7][CH:8]([c:11]1[cH:12][cH:13][c:14]([N:17]3[C:18](=[O:25])[O:19][CH:20]([CH2:22][O:23][CH3:24])[CH2:21]3)[cH:15][n:16]1)[CH2:9][CH2:10]2. Reactants: C(C)(C)C=1C=C(N)C=CC1 (m-isopropylaniline), C1C(CC)O1 (1,2-butylene oxide). The solvent is CO (methanol). Run at temperature 50 celsius, time 1 hour. Product: OC(CNC1=CC(=CC=C1)C(C)C)CC (N-(2-hydroxybutyl)-m-isopropylaniline). Yield: 86.0%. Reaction SMILES: [CH:1]([C:4]1[CH:5]=[C:6]([CH:8]=[CH:9][CH:10]=1)[NH2:7])([CH3:3])[CH3:2].[CH2:11]1[O:15][CH:12]1[CH2:13][CH3:14]>CO>[OH:15][CH:12]([CH2:13][CH3:14])[CH2:11][NH:7][C:6]1[CH:8]=[CH:9][CH:10]=[C:4]([CH:1]([CH3:3])[CH3:2])[CH:5]=1. Procedure details: 10 g (74 mmol) of m-isopropylaniline were dissolved in 100 ml of methanol, and 6.4 g (88.8 mmol) of 1,2-butylene oxide were added thereto. Next, the solution was heated up to 50° C., and then stirred for 1 hour. The solvent was distilled off under reduced pressure, and the solution was then purified through silica gel column chromatography [an eluting solvent: hexane/ethyl acetate=7/3 (v/v)] to obtain 13.2 g of the desired product in an oily state (yield: 86.2%).